Dataset: the Open Reaction Database (ORD), a public repository of structured organic reaction records. Task: describe an organic reaction: reactants, conditions, products, and yield Starting materials: FC(C(=O)O)(F)F (trifluoroacetic acid), C(#N)CC=1N=C(OC1)[C@@H](C)NC(=O)C1=CN(C2=NC=C(N=C21)C2=NN(C1=CC(=CC=C21)F)C)COCC[Si](C)(C)C (2-(6-fluoro-1-methyl-1H-indazol-3-yl)-5-(2-trimethylsilanylethoxymethyl)-5H-pyrrolo[2,3-b]pyrazine-7-carboxylic acid [(R)-1-(4-cyanomethyl-oxazol-2-yl)-ethyl]-amide), C(CN)N (ethylenediamine). Solvent: ClCCl (dichloromethane). Conditions: time 2 hour. Yields the product C(#N)CC=1N=C(OC1)[C@@H](C)NC(=O)C1=CNC2=NC=C(N=C21)C2=NN(C1=CC(=CC=C21)F)C (2-(6-fluoro-1-methyl-1H-indazol-3-yl)-5H-pyrrolo[2,3-b]pyrazine-7-carboxylic acid [(R)-1-(4-cyanomethyl-oxazol-2-yl)-ethyl]-amide). The yield is 64.3%. Reaction SMILES: [C:1]([CH2:3][C:4]1[N:5]=[C:6]([C@H:9]([NH:11][C:12]([C:14]2[C:22]3[C:17](=[N:18][CH:19]=[C:20]([C:23]4[C:31]5[C:26](=[CH:27][C:28]([F:32])=[CH:29][CH:30]=5)[N:25]([CH3:33])[N:24]=4)[N:21]=3)[N:16](COCC[Si](C)(C)C)[CH:15]=2)=[O:13])[CH3:10])[O:7][CH:8]=1)#[N:2].FC(F)(F)C(O)=O.C(N)CN>ClCCl>[C:1]([CH2:3][C:4]1[N:5]=[C:6]([C@H:9]([NH:11][C:12]([C:14]2[C:22]3[C:17](=[N:18][CH:19]=[C:20]([C:23]4[C:31]5[C:26](=[CH:27][C:28]([F:32])=[CH:29][CH:30]=5)[N:25]([CH3:33])[N:24]=4)[N:21]=3)[NH:16][CH:15]=2)=[O:13])[CH3:10])[O:7][CH:8]=1)#[N:2]. Procedure details: In a round-bottomed flask, 2-(6-fluoro-1-methyl-1H-indazol-3-yl)-5-(2-trimethylsilanylethoxymethyl)-5H-pyrrolo[2,3-b]pyrazine-7-carboxylic acid [(R)-1-(4-cyanomethyl-oxazol-2-yl)-ethyl]-amide (36 mg, 0.063 mmol) was dissolved in dichloromethane (0.4 ml) and trifluoroacetic acid (0.20 ml, 2.6 mmol) was added. The reaction mixture was stirred at room temperature for 2 h then concentrated. The residue was dissolved in dichloromethane (0.4 ml) and ethylenediamine (0.26 ml, 3.8 mmol) was added. The y... Starting materials: [BH4-].[Na+] (sodium borohydride), COC1=CC=C(C(=O)C2=CC=C(C#N)C=C2)C=C1 (4-(4-methoxybenzoyl)benzonitrile), [Cl-].[NH4+] (ammonium chloride). Solvent: C(C)O (ethanol). Run at time 4 hour. Product: COC1=CC=C(C=C1)C(C1=CC=C(C#N)C=C1)O (4-[(4-Methoxyphenyl)hydroxymethyl]benzonitrile). RXN SMILES: [CH3:1][O:2][C:3]1[CH:18]=[CH:17][C:6]([C:7]([C:9]2[CH:16]=[CH:15][C:12]([C:13]#[N:14])=[CH:11][CH:10]=2)=[O:8])=[CH:5][CH:4]=1.[BH4-].[Na+].[Cl-].[NH4+]>C(O)C>[CH3:1][O:2][C:3]1[CH:4]=[CH:5][C:6]([CH:7]([OH:8])[C:9]2[CH:10]=[CH:11][C:12]([C:13]#[N:14])=[CH:15][CH:16]=2)=[CH:17][CH:18]=1 |f:1.2,3.4|. Procedure: To a suspension of 4-(4-methoxybenzoyl)benzonitrile 26-1 (J. Med. Chem. 1991, 34, 2768-2778) (0.783 g, 3.3 mmol) in ethanol (35 ml) under nitrogen cooled in an ice-bath was added sodium borohydride (0.250 g, 6.6 mmol). The mixture was stirred 4 h with ice-bath cooling. To the resulting solution was added saturated ammonium chloride solution (35 ml). The mixture was partially evaporated under reduced pressure, and the resulting aqueous mixture was extracted with ethyl acetate (2×100 ml). The comb... The reactants are C(C)(C)N1CCN(CC1)C=1SC2=C(N1)C=CC(=C2)C=O (2-(4-isopropylpiperazin-1-yl)benzothiazole-6-carboxaldehyde), CC(=O)O (AcOH), N1CCOCC1 (morpholine), [BH3-]C#N.[Na+] (NaCNBH3). Run in C1CCOC1 (THF). Reaction conditions: temperature 63 celsius. Product: C(C)(C)N1CCN(CC1)C=1SC2=C(N1)C=CC(=C2)CN2CCOCC2 (2-(4-isopropylpiperazin-1-yl)-6-(morpholin-4-ylmethyl)benzothiazole). Isolated yield 20.8%. RXN SMILES: [CH:1]([N:4]1[CH2:9][CH2:8][N:7]([C:10]2[S:11][C:12]3[CH:18]=[C:17]([CH:19]=O)[CH:16]=[CH:15][C:13]=3[N:14]=2)[CH2:6][CH2:5]1)([CH3:3])[CH3:2].CC(O)=O.[NH:25]1[CH2:30][CH2:29][O:28][CH2:27][CH2:26]1.[BH3-]C#N.[Na+]>C1COCC1>[CH:1]([N:4]1[CH2:5][CH2:6][N:7]([C:10]2[S:11][C:12]3[CH:18]=[C:17]([CH2:19][N:25]4[CH2:30][CH2:29][O:28][CH2:27][CH2:26]4)[CH:16]=[CH:15][C:13]=3[N:14]=2)[CH2:8][CH2:9]1)([CH3:3])[CH3:2] |f:3.4|. Procedure: To a solution of 2-(4-isopropylpiperazin-1-yl)benzothiazole-6-carboxaldehyde (0.5 g, 1.73 mmol) and AcOH (11 mg, 0.173 mmol) in THF (5 mL), morpholine (0.31 mL, 3.46 mmol) and NaCNBH3 (132 mg, 2.08 mmol) were added in turn. The reaction mixture was heated at 63° C. for 12 hours. The solvent was removed and the residue was extracted with ethyl acetate, washed with water and brine and dried (MgSO4). The volatiles were evaporated and the residue was purified by preparative HPLC to yield 130 mg (21%... The product is ClC1=CC=C(C(=N1)NCC(C)(C)C)[N+](=O)[O-] ((6-Chloro-3-nitropyridin-2-yl)-(2,2-dimethyl-propyl)amine). Reaction conditions: temperature 0 celsius, time 8 hour. Starting materials: ClC1=NC(=CC=C1[N+](=O)[O-])Cl (2,6-dichloro-3-nitropyridine), C(=O)([O-])[O-].[Na+].[Na+] (Na2CO3), C(C(C)(C)C)N (neopentylamine). The solvent is CCO (EtOH). As a reaction SMILES: [CH2:1]([NH2:6])[C:2]([CH3:5])([CH3:4])[CH3:3].Cl[C:8]1[C:13]([N+:14]([O-:16])=[O:15])=[CH:12][CH:11]=[C:10]([Cl:17])[N:9]=1.C([O-])([O-])=O.[Na+].[Na+]>CCO>[Cl:17][C:10]1[N:9]=[C:8]([NH:6][CH2:1][C:2]([CH3:5])([CH3:4])[CH3:3])[C:13]([N+:14]([O-:16])=[O:15])=[CH:12][CH:11]=1 |f:2.3.4|. The yield is 84.6%. Procedure details: Add neopentylamine (18 mL, 150 mmol) to a suspension of 2,6-dichloro-3-nitropyridine (20 g, 103 mmol) and Na2CO3 (18.5 g, 175 mmol) in EtOH (1.6 mL/mmol) at RT and stir overnight. Concentrate and dilute the resultant slurry with water (100 mL) and slowly neutralize with concentrated HCl (approx. 40 mL) to pH=7. Cool the suspension at 0° C. for 1 h and collect solid by vacuum filtration. Wash the solid with ice water (4×50 mL) and air dry overnight. Recrystallize the material from EtOAc and hexan... Starting materials: [Al+3], S=C=S, [Cl-], [Cl-], [Cl-], O=C(Cl)CCCl, COC(=O)CCCCCc1ccccc1. The product is COC(=O)CCCCCc1ccc(C(=O)CCCl)cc1. RXN SMILES: [Al+3:2].[C:26](=[S:27])=[S:28].[Cl-:1].[Cl-:3].[Cl-:4].[Cl:5][CH2:6][CH2:7][C:8](=[O:9])[Cl:10].[c:11]1([CH2:17][CH2:18][CH2:19][CH2:20][CH2:21][C:22](=[O:23])[O:24][CH3:25])[cH:12][cH:13][cH:14][cH:15][cH:16]1>>[Cl:5][CH2:6][CH2:7][C:8](=[O:9])[c:14]1[cH:13][cH:12][c:11]([CH2:17][CH2:18][CH2:19][CH2:20][CH2:21][C:22](=[O:23])[O:24][CH3:25])[cH:16][cH:15]1. Reactants: CO, CCC(=O)N1CC2CC(c3ccc([N+](=O)[O-])cc3)C2C1, O. Product: CCC(=O)N1CC2CC(c3ccc(N)cc3)C2C1. RXN SMILES: [CH3:22][OH:23].[N+:1]([O-:2])(=[O:3])[c:4]1[cH:5][cH:6][c:7]([CH:10]2[CH:11]3[CH2:12][N:13]([C:17]([CH2:18][CH3:19])=[O:20])[CH2:14][CH:15]3[CH2:16]2)[cH:8][cH:9]1.[OH2:21]>>[NH2:1][c:4]1[cH:5][cH:6][c:7]([CH:10]2[CH:11]3[CH2:12][N:13]([C:17]([CH2:18][CH3:19])=[O:20])[CH2:14][CH:15]3[CH2:16]2)[cH:8][cH:9]1. Starting materials: O=C(CCl)c1ccc(F)cc1F, ClC(Cl)Cl, O, c1c[nH]cn1. Yields the product O=C(Cn1ccnc1)c1ccc(F)cc1F. Reaction SMILES: [Cl:10][CH2:11][C:12](=[O:13])[c:14]1[c:15]([F:21])[cH:16][c:17]([F:20])[cH:18][cH:19]1.[Cl:6][CH:7]([Cl:8])[Cl:9].[OH2:22].[nH:1]1[cH:2][n:3][cH:4][cH:5]1>>[n:1]1([CH2:11][C:12](=[O:13])[c:14]2[c:15]([F:21])[cH:16][c:17]([F:20])[cH:18][cH:19]2)[cH:2][n:3][cH:4][cH:5]1.